From a dataset of the Open Reaction Database (ORD), a public repository of structured organic reaction records. describe an organic reaction: reactants, conditions, products, and yield Starting materials: CN(C)C1(c2ccccc2)CCC(N)CC1, C1COCCO1, O=C(NCCc1c[nH]c2ccc(F)cc12)Oc1ccccc1. Product: CN(C)C1(c2ccccc2)CCC(NC(=O)NCCc2c[nH]c3ccc(F)cc23)CC1. RXN SMILES: [CH3:1][N:2]([C:3]1([c:10]2[cH:11][cH:12][cH:13][cH:14][cH:15]2)[CH2:4][CH2:5][CH:6]([NH2:9])[CH2:7][CH2:8]1)[CH3:16].[O:39]1[CH2:40][CH2:41][O:42][CH2:43][CH2:44]1.[c:17]1([O:23][C:24](=[O:18])[NH:25][CH2:26][CH2:27][c:28]2[cH:29][nH:30][c:31]3[cH:32][cH:33][c:34]([F:37])[cH:35][c:36]23)[cH:19][cH:20][cH:21][cH:22][cH:38]1>>[CH3:1][N:2]([C:3]1([c:10]2[cH:11][cH:12][cH:13][cH:14][cH:15]2)[CH2:4][CH2:5][CH:6]([NH:9][C:24](=[O:23])[NH:25][CH2:26][CH2:27][c:28]2[cH:29][nH:30][c:31]3[cH:32][cH:33][c:34]([F:37])[cH:35][c:36]23)[CH2:7][CH2:8]1)[CH3:16]. Starting materials: CC(C)(C)OC(=O)NC(C)(C)C(=O)O, CC#N, CCOC(C)=O, CCN(C(C)C)C(C)C, CN1CC(c2ccccc2)C2(CCCN(C(=O)C(N)CCOc3ccccc3)C2)C1=O. Product: CN1CC(c2ccccc2)C2(CCCN(C(=O)C(CCOc3ccccc3)NC(=O)C(C)(C)NC(=O)OC(C)(C)C)C2)C1=O. As a reaction SMILES: [C:32]([CH3:33])([CH3:34])([CH3:35])[O:36][C:37](=[O:38])[NH:39][C:40]([C:41](=[O:42])[OH:43])([CH3:44])[CH3:45].[CH3:55][C:56]#[N:57].[CH3:58][CH2:59][O:60][C:61](=[O:62])[CH3:63].[CH:46]([N:47]([CH:48]([CH3:49])[CH3:50])[CH2:51][CH3:52])([CH3:53])[CH3:54].[NH2:1][CH:2]([C:3](=[O:4])[N:5]1[CH2:6][C:7]2([CH:8]([c:14]3[cH:15][cH:16][cH:17][cH:18][cH:19]3)[CH2:9][N:10]([CH3:13])[C:11]2=[O:12])[CH2:20][CH2:21][CH2:22]1)[CH2:23][CH2:24][O:25][c:26]1[cH:27][cH:28][cH:29][cH:30][cH:31]1>>[NH:1]([CH:2]([C:3](=[O:4])[N:5]1[CH2:6][C:7]2([CH:8]([c:14]3[cH:15][cH:16][cH:17][cH:18][cH:19]3)[CH2:9][N:10]([CH3:13])[C:11]2=[O:12])[CH2:20][CH2:21][CH2:22]1)[CH2:23][CH2:24][O:25][c:26]1[cH:27][cH:28][cH:29][cH:30][cH:31]1)[C:41]([C:40]([NH:39][C:37]([O:36][C:32]([CH3:33])([CH3:34])[CH3:35])=[O:38])([CH3:44])[CH3:45])=[O:42]. The reactants are N1=C(C=CC=C1)C1=NC(=NC=C1)NC1=CC=C(C=C1)NC(C)=O (N-[4-[[4-(2-pyridinyl)-2-pyrimidinyl]amino]phenyl]acetamide), Cl (hydrochloric acid). Solvent: O (water). The product is Cl.Cl.N1=C(C=CC=C1)C1=NC(=NC=C1)NC1=CC=C(C=C1)N (N-[4-(2-Pyridinyl)-2-pyrimidinyl]-1,4-benzenediamine, dihydrochloride). RXN SMILES: [N:1]1[CH:6]=[CH:5][CH:4]=[CH:3][C:2]=1[C:7]1[CH:12]=[CH:11][N:10]=[C:9]([NH:13][C:14]2[CH:19]=[CH:18][C:17]([NH:20]C(=O)C)=[CH:16][CH:15]=2)[N:8]=1.[ClH:24]>O>[ClH:24].[ClH:24].[N:1]1[CH:6]=[CH:5][CH:4]=[CH:3][C:2]=1[C:7]1[CH:12]=[CH:11][N:10]=[C:9]([NH:13][C:14]2[CH:19]=[CH:18][C:17]([NH2:20])=[CH:16][CH:15]=2)[N:8]=1 |f:3.4.5|. Reported procedure: A 12.86 g portion of N-[4-[[4-(2-pyridinyl)-2-pyrimidinyl]amino]phenyl]acetamide in a mixture of 40 ml of water and 40 ml of concentrated hydrochloric acid was refluxed for 30 minutes and then cooled. The solid was collected and dried, giving 10.84 g of the desired product, mp 285°-288° C. Reactants: NC1(CCCC1)C#N (1-amino-cyclopentanecarbonitrile), C(C)(C)(C)OC(=O)NC(C(=O)O)CC(C)(C)C (2-tert-butoxycarbonylamino-4,4-dimethyl-pentanoic acid), CN1CCOCC1 (N-methyl morpholine), ClC(=O)OCC(C)C (isobutyl chloroformate). Run in O (water), C1CCOC1 (THF), C1CCOC1 (THF). Run at time 10 minute. The product is C(C)(C)(C)OC(NC(CC(C)(C)C)C(NC1(CCCC1)C#N)=O)=O ([1-(1-cyano-cyclopentylcarbamoyl)-3,3-dimethyl-butyl]-carbamic acid tert-butyl ester). Yield: 89.8%. RXN SMILES: [C:1]([O:5][C:6]([NH:8][CH:9]([CH2:13][C:14]([CH3:17])([CH3:16])[CH3:15])[C:10]([OH:12])=O)=[O:7])([CH3:4])([CH3:3])[CH3:2].CN1CCOCC1.ClC(OCC(C)C)=O.[NH2:33][C:34]1([C:39]#[N:40])[CH2:38][CH2:37][CH2:36][CH2:35]1>C1COCC1.O>[C:1]([O:5][C:6](=[O:7])[NH:8][CH:9]([C:10](=[O:12])[NH:33][C:34]1([C:39]#[N:40])[CH2:38][CH2:37][CH2:36][CH2:35]1)[CH2:13][C:14]([CH3:17])([CH3:16])[CH3:15])([CH3:2])([CH3:3])[CH3:4]. Procedure: To a stirred solution of 2-tert-butoxycarbonylamino-4,4-dimethyl-pentanoic acid (5 g, 20.3 mmol) and N-methyl morpholine (4.46 mL, 40.6 mmol) in THF (40 mL) at 0° C. was added isobutyl chloroformate (2.64 mL, 20.3 mmol) and, after 10 min, the solution of 1-amino-cyclopentanecarbonitrile (3.35 g, 30.5 mmol) in THF (40 mL). The mixture was allowed to warm to room temperature and stirred overnight. It was diluted with water, extracted with dichloromethane, washed with brine, dried (sodium sulfate) ... Reactants: CC(CCCC(=O)O)c1ccccc1, O. Yields the product CC1CCCC(=O)c2ccccc21. As a reaction SMILES: [CH3:1][CH:2]([CH2:3][CH2:4][CH2:5][C:6](=[O:7])[OH:8])[c:9]1[cH:10][cH:11][cH:12][cH:13][cH:14]1.[OH2:15]>>[CH3:1][CH:2]1[CH2:3][CH2:4][CH2:5][C:6](=[O:8])[c:10]2[c:9]1[cH:14][cH:13][cH:12][cH:11]2. The reactants are COC(=O)[C@H]1N(C[C@@H](C1)S(=O)(=O)C1=C(C=CC=C1)C(F)(F)F)C(CC(C1CCOCC1)=O)=S ((2S,4R)-1-[3-oxo-3-(tetrahydro-pyran-4-yl)-thiopropionyl]-4-(2-trifluoromethyl-benzenesulfonyl)-pyrrolidine-2-carboxylic acid methyl ester), Cl.C1(CCC1)NN (cyclobutylhydrazine hydrochloride). Yields the product COC(=O)[C@H]1N(C[C@@H](C1)S(=O)(=O)C1=C(C=CC=C1)C(F)(F)F)C=1N(N=C(C1)C1CCOCC1)C1CCC1 ((2S,4R)-1-[2-Cyclobutyl-5-(tetrahydro-pyran-4-yl)-2H-pyrazol-3-yl]-4-(2-trifluoromethyl-benzenesulfonyl)-pyrrolidine-2-carboxylic acid methyl ester). As a reaction SMILES: [CH3:1][O:2][C:3]([C@@H:5]1[CH2:9][C@@H:8]([S:10]([C:13]2[CH:18]=[CH:17][CH:16]=[CH:15][C:14]=2[C:19]([F:22])([F:21])[F:20])(=[O:12])=[O:11])[CH2:7][N:6]1[C:23](=S)[CH2:24][C:25](=O)[CH:26]1[CH2:31][CH2:30][O:29][CH2:28][CH2:27]1)=[O:4].Cl.[CH:35]1([NH:39][NH2:40])[CH2:38][CH2:37][CH2:36]1>>[CH3:1][O:2][C:3]([C@@H:5]1[CH2:9][C@@H:8]([S:10]([C:13]2[CH:18]=[CH:17][CH:16]=[CH:15][C:14]=2[C:19]([F:22])([F:21])[F:20])(=[O:11])=[O:12])[CH2:7][N:6]1[C:23]1[N:39]([CH:35]2[CH2:38][CH2:37][CH2:36]2)[N:40]=[C:25]([CH:26]2[CH2:27][CH2:28][O:29][CH2:30][CH2:31]2)[CH:24]=1)=[O:4] |f:1.2|. Reported procedure: In analogy to the procedure described in example 192 h, (2S,4R)-1-[3-oxo-3-(tetrahydro-pyran-4-yl)-thiopropionyl]-4-(2-trifluoromethyl-benzenesulfonyl)-pyrrolidine-2-carboxylic acid methyl ester (example 393d) was reacted with cyclobutylhydrazine hydrochloride (CAS Reg. No. 158001-21-9) to give the title compound as yellow oil. MS (ESI): m/z=542.4 [M+H]+.